This data is from the Open Reaction Database (ORD), a public repository of structured organic reaction records. The task is: describe an organic reaction: reactants, conditions, products, and yield Starting materials: C(#N)CN(CCC(=O)OC)CCO (methyl N-cyanomethyl-N-(2-hydroxyethyl)-3-aminopropionate), C(C)(=O)OCCN(CC(C(=O)OC)C)C#N (methyl N-(2-acetoxyethyl)-N-cyano-methyl-3-aminopropionate). The product is C(C)(=O)OCCN(CCC(=O)OC)CC#N (methyl N-(2-acetoxyethyl)-N-cyanomethyl-3-aminopropionate). RXN SMILES: [C:1]([CH2:3][N:4]([CH2:11][CH2:12][OH:13])[CH2:5][CH2:6][C:7]([O:9][CH3:10])=[O:8])#[N:2].[C:14](OCCN(C#N)CC(C)C(OC)=O)(=[O:16])[CH3:15]>>[C:14]([O:13][CH2:12][CH2:11][N:4]([CH2:3][C:1]#[N:2])[CH2:5][CH2:6][C:7]([O:9][CH3:10])=[O:8])(=[O:16])[CH3:15]. Procedure details: By following the same procedure as Synthesis Example 3 except that methyl N-cyanomethyl-N-(2-hydroxyethyl)-3-aminopropionate was used instead of N,N-bis(2-hydroxyethyl)-3-aminopropiononitrile, methyl N-(2-acetoxyethyl)-N-cyano-methyl-3-aminopropionate was synthesized. Starting materials: ( 1 ), C1CCOC1 (THF), ClCCCCI (1-chloro-4-iodobutane), FC(SC1=CC=C(C=C1)CC(=O)O)(F)F (2-(4-(Trifluoromethylthio)phenyl)acetic acid), C[Si](C)(C)[N-][Si](C)(C)C.[Na+] (NaHMDS), ( 1 ). Reported procedure: Step AAM (1): 2-(4-(Trifluoromethylthio)phenyl)acetic acid (4.7 g, 19.9 mmol) was deprotonated with NaHMDS 2.0 M in THF (19.9 mL, 39.8 mmol) and reacted with 1-chloro-4-iodobutane (2.44 mL, 19.9 mmol) using a procedure analogous to Step AC (1) to afford 6-chloro-2-(4-(trifluoromethylthio)-phenyl)hexanoic acid (3.07 g, 9.40 mmol, 47% yield) as a pale-yellow oil. LC-MS (M−H)− 325.2. 1H NMR (500 MHz, CHLOROFORM-d) δ ppm 1.32-1.51 (m, 2 H) 1.69-1.87 (m, 3 H) 2.01-2.17 (m, 1 H) 3.49 (t, J=6.56 Hz, 2 ... Product: ClCCCCC(C(=O)O)C1=CC=C(C=C1)SC(F)(F)F (6-chloro-2-(4-(trifluoromethylthio)-phenyl)hexanoic acid). RXN SMILES: [F:1][C:2]([F:15])([F:14])[S:3][C:4]1[CH:9]=[CH:8][C:7]([CH2:10][C:11]([OH:13])=[O:12])=[CH:6][CH:5]=1.C[Si]([N-][Si](C)(C)C)(C)C.[Na+].C1COCC1.[Cl:31][CH2:32][CH2:33][CH2:34][CH2:35]I>>[Cl:31][CH2:32][CH2:33][CH2:34][CH2:35][CH:10]([C:7]1[CH:6]=[CH:5][C:4]([S:3][C:2]([F:14])([F:1])[F:15])=[CH:9][CH:8]=1)[C:11]([OH:13])=[O:12] |f:1.2|. Yield: 47.2%. Reactants: COC(CCCC#CCN1[C@H](CCCC1=O)\C=C\C(CCCCC)O)=O (7-[(R)-2-((E)-3-hydroxy-oct-1-enyl)-6-oxo-piperidin-1-yl]-hept-5-ynoic acid methyl ester), [H][H] (hydrogen). Reagents/catalysts: [Pd] (Palladium on carbon). Solvent: CO (MeOH). Reaction conditions: time 23 hour. Product: COC(CCC\C=C/CN1[C@H](CCCC1=O)\C=C\C(CCCCC)O)=O ((Z)-7-[(R)-2-((E)-3-Hydroxy-oct-1-enyl)-6-oxo-piperidin-1-yl]-hept-5-enoic Acid Methyl Ester). Isolated yield 97.6%. As a reaction SMILES: [CH3:1][O:2][C:3](=[O:26])[CH2:4][CH2:5][CH2:6][C:7]#[C:8][CH2:9][N:10]1[C:15](=[O:16])[CH2:14][CH2:13][CH2:12][C@@H:11]1/[CH:17]=[CH:18]/[CH:19]([OH:25])[CH2:20][CH2:21][CH2:22][CH2:23][CH3:24].[H][H]>[Pd].CO>[CH3:1][O:2][C:3](=[O:26])[CH2:4][CH2:5][CH2:6]/[CH:7]=[CH:8]\[CH2:9][N:10]1[C:15](=[O:16])[CH2:14][CH2:13][CH2:12][C@@H:11]1/[CH:17]=[CH:18]/[CH:19]([OH:25])[CH2:20][CH2:21][CH2:22][CH2:23][CH3:24]. Procedure: Palladium on carbon (10 wt. %, 3 mg) was added to a solution of solution of 7-[(R)-2-((E)-3-hydroxy-oct-1-enyl)-6-oxo-piperidin-1-yl]-hept-5-ynoic acid methyl ester (13.5 mg, 0.037 mmol) in MeOH (2.0 mL). A hydrogen atmosphere was established by evacuating and refilling with hydrogen (3×) and the reaction mixture was stirred under a balloon of hydrogen for 23 h. The reaction mixture was filtered through celite, washing with ethanol, and the filtrate was concentrated in vacuo to afford 13.2 mg (9... Procedure: A stirred solution of 1.2 grams (0.005 mole) of 7-amino-2-ethoxycarbonyl-2,3-dihydro-2-methylbenzofuran in 50 mL of N,N-dimethylformamide was cooled in an ice-water bath, and 1.0 gram (0.005 mole) of N-bromosuccinimide was added. Upon completion of the addition, the reaction mixture was stirred at the ice-water bath temperature for about one hour and then allowed to warm to ambient temperature, where it stirred for about 18 hours. The reaction mixture was diluted with an aqueous 10% lithium chlo... Solvent: [Cl-].[Li+] (lithium chloride), CN(C=O)C (N,N-dimethylformamide). Conditions: time 18 hour. The yield is 106.6%. The reactants are BrN1C(CCC1=O)=O (N-bromosuccinimide), NC1=CC=CC=2CC(OC21)(C)C(=O)OCC (7-amino-2-ethoxycarbonyl-2,3-dihydro-2-methylbenzofuran), ice water. RXN SMILES: [NH2:1][C:2]1[C:10]2[O:9][C:8]([C:12]([O:14][CH2:15][CH3:16])=[O:13])([CH3:11])[CH2:7][C:6]=2[CH:5]=[CH:4][CH:3]=1.[Br:17]N1C(=O)CCC1=O>CN(C)C=O.[Cl-].[Li+]>[NH2:1][C:2]1[C:10]2[O:9][C:8]([C:12]([O:14][CH2:15][CH3:16])=[O:13])([CH3:11])[CH2:7][C:6]=2[C:5]([Br:17])=[CH:4][CH:3]=1 |f:3.4|. The product is NC1=CC=C(C=2CC(OC21)(C)C(=O)OCC)Br (7-amino-4-bromo-2-ethoxycarbonyl-2,3-dihydro-2-methylbenzofuran). Reactants: FC1(CN(CC1)C(=O)OC(C)(C)C)C(=O)OC (1-tert-butyl 3-methyl 3-fluoropyrrolidine-1,3-dicarboxylate), Cl (hydrochloric acid). The solvent is CC(=O)O (AcOH). Reaction conditions: time 1 hour. The product is C(C)(C)(C)OC(=O)N1CC(CC1)(C(=O)O)F (1-(tert-butoxycarbonyl)-3-fluoropyrrolidine-3-carboxylic acid). The yield is 74.2%. Reaction SMILES: [F:1][C:2]1([C:14]([O:16]C)=[O:15])[CH2:6][CH2:5][N:4]([C:7]([O:9][C:10]([CH3:13])([CH3:12])[CH3:11])=[O:8])[CH2:3]1.Cl>CC(O)=O>[C:10]([O:9][C:7]([N:4]1[CH2:5][CH2:6][C:2]([F:1])([C:14]([OH:16])=[O:15])[CH2:3]1)=[O:8])([CH3:13])([CH3:11])[CH3:12]. Reported procedure: To 1-tert-butyl 3-methyl 3-fluoropyrrolidine-1,3-dicarboxylate (100 mg) was added a mixed solution of concentrated hydrochloric acid (1 mL) and AcOH (0.2 mL) at 0° C. The reaction mixture was warmed to room temperature, stirred for 1 hour, and then stirred at 100° C. for 5 hours. After confirming that the starting materials were lost, the resultant was concentrated under reduced pressure and then azeotroped with toluene three times. The residue was dissolved in a mixed liquid of acetone (0.6 mL)... Starting materials: CO (MeOH), C(C1=CC=CC=C1)OC(=O)N1[C@@H](CC[C@@H]([C@H](C1)O)NC([C@H](CC(C)C)NC(=O)OC(C)(C)C)=O)C ((2R,5S,6S)-5-((S)-2-tert-Butoxycarbonylamino-4-methyl-pentanoylamino)-6-hydroxy-2-methyl-azepane-1-carboxylic acid benzyl ester), [H][H] (hydrogen). The reagents and catalysts are [Pd] (Pd/C). The solvent is CCOC(=O)C (EtOAc). Reaction conditions: time 8 hour. Product: C(C)(C)(C)OC(N[C@@H](CC(C)C)C(N[C@@H]1[C@H](CN[C@@H](CC1)C)O)=O)=O ([(S)-1-((3S,4S,7R)-3-Hydroxy-7-methyl-azepan-4-ylcarbamoyl)-3-methyl-butyl]-carbamic acid tert-butyl ester). As a reaction SMILES: C(OC([N:11]1[CH2:17][C@H:16]([OH:18])[C@@H:15]([NH:19][C:20](=[O:34])[C@@H:21]([NH:26][C:27]([O:29][C:30]([CH3:33])([CH3:32])[CH3:31])=[O:28])[CH2:22][CH:23]([CH3:25])[CH3:24])[CH2:14][CH2:13][C@H:12]1[CH3:35])=O)C1C=CC=CC=1.CO.[H][H]>CCOC(C)=O.[Pd]>[C:30]([O:29][C:27](=[O:28])[NH:26][C@H:21]([C:20](=[O:34])[NH:19][C@H:15]1[CH2:14][CH2:13][C@@H:12]([CH3:35])[NH:11][CH2:17][C@@H:16]1[OH:18])[CH2:22][CH:23]([CH3:25])[CH3:24])([CH3:32])([CH3:33])[CH3:31]. Procedure: (2R,5S,6S)-5-((S)-2-tert-Butoxycarbonylamino-4-methyl-pentanoylamino)-6-hydroxy-2-methyl-azepane-1-carboxylic acid benzyl ester (0.169 g, 0.344 mmol) was dissolved in EtOAc (3 ml), MeOH (1 ml). Then 10% Pd/C (0.183 g, 0.172 mmol) was added and the reaction was stirred overnight under a balloon filled with hydrogen gas. The reaction mixture was filtered through Celite, concentrated in vacuo by rotary evaporation and was used in the next reaction without further purification (0.126 g): Electrospra... Reactants: C(C)(C)(C)OC(C(CC1=CC=C(C=C1)OCC1=CC=CC=C1)NC(C(CC(C)C)N)=O)=O (2-(2-amino-4-methyl-pentanoylamino)-3-(4-benzyloxy-phenyl)-propionic acid tert-butyl ester), N1(CCCCC1)S(=O)(=O)Cl (piperidinesulfonyl chloride), C(C)(C)N(C(C)C)CC (N,N-diisopropylethylamine). Reagents/catalysts: CN(C)C=1C=CN=CC1 (DMAP). The solvent is CCCCCC (hexane), C(Cl)(Cl)Cl (CHCl3), CN(C)C=O (DMF), C(C)(=O)OCC (ethyl acetate). Reaction conditions: time 3 day. The product is C(C)(C)(C)OC(C(CC1=CC=C(C=C1)OCC1=CC=CC=C1)NC(C(CC(C)C)NS(=O)(=O)N1CCCCC1)=O)=O (3-(4-Benzyloxy-phenyl)-2-[4-methyl-2-(piperidine-1-sulfonylamino)-pentanoylamino]-propionic acid tert-butyl ester). As a reaction SMILES: [C:1]([O:5][C:6](=[O:32])[CH:7]([NH:23][C:24](=[O:31])[CH:25]([NH2:30])[CH2:26][CH:27]([CH3:29])[CH3:28])[CH2:8][C:9]1[CH:14]=[CH:13][C:12]([O:15][CH2:16][C:17]2[CH:22]=[CH:21][CH:20]=[CH:19][CH:18]=2)=[CH:11][CH:10]=1)([CH3:4])([CH3:3])[CH3:2].[N:33]1([S:39](Cl)(=[O:41])=[O:40])[CH2:38][CH2:37][CH2:36][CH2:35][CH2:34]1.C(N(CC)C(C)C)(C)C>CN(C1C=CN=CC=1)C.CN(C=O)C.C(OCC)(=O)C.C(Cl)(Cl)Cl.CCCCCC>[C:1]([O:5][C:6](=[O:32])[CH:7]([NH:23][C:24](=[O:31])[CH:25]([NH:30][S:39]([N:33]1[CH2:38][CH2:37][CH2:36][CH2:35][CH2:34]1)(=[O:41])=[O:40])[CH2:26][CH:27]([CH3:28])[CH3:29])[CH2:8][C:9]1[CH:14]=[CH:13][C:12]([O:15][CH2:16][C:17]2[CH:22]=[CH:21][CH:20]=[CH:19][CH:18]=2)=[CH:11][CH:10]=1)([CH3:3])([CH3:2])[CH3:4]. Procedure: A solution of the product from Example AI ([S-(R*,R*)]-2-(2-amino-4-methyl-pentanoylamino)-3-(4-benzyloxy-phenyl)-propionic acid tert-butyl ester) (220 mg, 0.50 mmol), piperidinesulfonyl chloride (102 mg, 0.55 mmol, prepared by the method of Von Geldern, et al., J. Med. Chem., 1996;39:968-981), N,N-diisopropylethylamine (129 mg, 1.00 mmol), and DMAP (20 mg) in DMF (1 mL) is stirred at room temperature for 48 hours, diluted with ethyl acetate, and washed with water, 1N HCl, saturated NaHCO3 solut...